This data is from the Open Reaction Database (ORD), a public repository of structured organic reaction records. The task is: describe an organic reaction: reactants, conditions, products, and yield Starting materials: Cc1cn[nH]c1, O=Cc1ccc(F)cc1, [H-], [Na+], CN(C)C=O. Yields the product Cc1cnn(-c2ccc(C=O)cc2)c1. RXN SMILES: [CH3:1][c:2]1[cH:3][n:4][nH:5][cH:6]1.[F:9][c:10]1[cH:11][cH:12][c:13]([CH:14]=[O:15])[cH:16][cH:17]1.[H-:7].[Na+:8].[O:18]=[CH:19][N:20]([CH3:21])[CH3:22]>>[CH3:1][c:2]1[cH:3][n:4][n:5](-[c:10]2[cH:11][cH:12][c:13]([CH:14]=[O:15])[cH:16][cH:17]2)[cH:6]1. As a reaction SMILES: [Br:1][c:2]1[nH:3][c:4]([Cl:8])[c:5]([Cl:7])[n:6]1.[CH3:11][O:12][CH2:13][Cl:14].[CH3:16][N:17]([CH3:18])[CH:19]=[O:20].[H-:9].[Na+:10].[OH2:15]>>[Br:1][c:2]1[n:3]([CH2:13][O:12][CH3:11])[c:4]([Cl:8])[c:5]([Cl:7])[n:6]1. Starting materials: Clc1nc(Br)[nH]c1Cl, COCCl, CN(C)C=O, [H-], [Na+], O. Product: COCn1c(Br)nc(Cl)c1Cl. Starting materials: Cc1ccc(S(=O)(=O)OCC2C=Cc3cc(F)cc(Br)c3O2)cc1, CCO, [H][H]. Yields the product Cc1ccc(S(=O)(=O)OCC2CCc3cc(F)cc(Br)c3O2)cc1. As a reaction SMILES: [CH3:1][c:2]1[cH:3][cH:4][c:5]([S:8](=[O:9])(=[O:10])[O:11][CH2:12][CH:13]2[O:14][c:15]3[c:16]([Br:24])[cH:17][c:18]([F:23])[cH:19][c:20]3[CH:21]=[CH:22]2)[cH:6][cH:7]1.[CH3:27][CH2:28][OH:29].[H:25][H:26]>>[CH3:1][c:2]1[cH:3][cH:4][c:5]([S:8](=[O:9])(=[O:10])[O:11][CH2:12][CH:13]2[O:14][c:15]3[c:16]([Br:24])[cH:17][c:18]([F:23])[cH:19][c:20]3[CH2:21][CH2:22]2)[cH:6][cH:7]1. The reactants are CC(C)(C)c1ccc(C(=O)CCCCCCl)cc1, O=C([O-])O, Cc1ccccc1, [I-], [K+], [K+], O, OC(c1ccccc1)(c1ccccc1)C1CCNCC1. Product: Cl, CC(C)(C)c1ccc(C(=O)CCCCCN2CCC(C(O)(c3ccccc3)c3ccccc3)CC2)cc1. As a reaction SMILES: [C:21]([CH3:22])([CH3:23])([CH3:24])[c:25]1[cH:26][cH:27][c:28]([C:31]([CH2:32][CH2:33][CH2:34][CH2:35][CH2:36][Cl:37])=[O:38])[cH:29][cH:30]1.[C:39](=[O:40])([OH:41])[O-:42].[CH3:46][c:47]1[cH:48][cH:49][cH:50][cH:51][cH:52]1.[I-:45].[K+:43].[K+:44].[OH2:53].[c:1]1([C:7]([OH:8])([CH:9]2[CH2:10][CH2:11][NH:12][CH2:13][CH2:14]2)[c:15]2[cH:16][cH:17][cH:18][cH:19][cH:20]2)[cH:2][cH:3][cH:4][cH:5][cH:6]1>>[ClH:37].[c:1]1([C:7]([OH:8])([CH:9]2[CH2:10][CH2:11][N:12]([CH2:36][CH2:35][CH2:34][CH2:33][CH2:32][C:31]([c:28]3[cH:27][cH:26][c:25]([C:21]([CH3:22])([CH3:23])[CH3:24])[cH:30][cH:29]3)=[O:38])[CH2:13][CH2:14]2)[c:15]2[cH:16][cH:17][cH:18][cH:19][cH:20]2)[cH:2][cH:3][cH:4][cH:5][cH:6]1. Starting materials: COC(=O)c1ccc(-c2cnc3ncc(C4(c5ccc6ncccc6c5)CC4)n3c2)c(F)c1, [Li+], [OH-], O. Yields the product O=C(O)c1ccc(-c2cnc3ncc(C4(c5ccc6ncccc6c5)CC4)n3c2)c(F)c1. Reaction SMILES: [F:1][c:2]1[cH:3][c:4]([C:5](=[O:6])[O:7][CH3:8])[cH:9][cH:10][c:11]1-[c:12]1[cH:13][n:14][c:15]2[n:16]([cH:17]1)[c:18]([C:21]1([c:24]3[cH:25][c:26]4[cH:27][cH:28][cH:29][n:30][c:31]4[cH:32][cH:33]3)[CH2:22][CH2:23]1)[cH:19][n:20]2.[Li+:34].[OH-:35].[OH2:36]>>[F:1][c:2]1[cH:3][c:4]([C:5](=[O:6])[OH:7])[cH:9][cH:10][c:11]1-[c:12]1[cH:13][n:14][c:15]2[n:16]([cH:17]1)[c:18]([C:21]1([c:24]3[cH:25][c:26]4[cH:27][cH:28][cH:29][n:30][c:31]4[cH:32][cH:33]3)[CH2:22][CH2:23]1)[cH:19][n:20]2. Reactants: NiCl2.6H2O, COC(=O)C=CC1=C(C=CC=C1)C1=CC=C(CC23CCCCN3C(N(C2=O)C2=CC(=CC(=C2)Cl)Cl)=O)C=C1 (6-[4-[2-(2-methoxycarbonylvinyl)phenyl]benzyl]-8-(3,5-dichlorophenyl)-1,8-diazabicyclo[4.3.0]nonane-7,9-dione), [BH4-].[Na+] (NaBH4). Solvent: CCOC(=O)C (EtOAc), O (water). Run at time 1 hour. Yields the product COC(=O)CCC1=C(C=CC=C1)C1=CC=C(CC23CCCCN3C(N(C2=O)C2=CC(=CC(=C2)Cl)Cl)=O)C=C1 (6-[4-[2-(2-Methoxycarbonylethyl)phenyl]benzyl]-8-(3,5-dichlorophenyl)-1,8-diazabicyclo[4.3.0]nonane-7,9-dione). Isolated yield 63.5%. Reaction SMILES: [CH3:1][O:2][C:3]([CH:5]=[CH:6][C:7]1[CH:12]=[CH:11][CH:10]=[CH:9][C:8]=1[C:13]1[CH:38]=[CH:37][C:16]([CH2:17][C:18]23[C:26](=[O:27])[N:25]([C:28]4[CH:33]=[C:32]([Cl:34])[CH:31]=[C:30]([Cl:35])[CH:29]=4)[C:24](=[O:36])[N:23]2[CH2:22][CH2:21][CH2:20][CH2:19]3)=[CH:15][CH:14]=1)=[O:4].[BH4-].[Na+]>CCOC(C)=O.O>[CH3:1][O:2][C:3]([CH2:5][CH2:6][C:7]1[CH:12]=[CH:11][CH:10]=[CH:9][C:8]=1[C:13]1[CH:14]=[CH:15][C:16]([CH2:17][C:18]23[C:26](=[O:27])[N:25]([C:28]4[CH:33]=[C:32]([Cl:34])[CH:31]=[C:30]([Cl:35])[CH:29]=4)[C:24](=[O:36])[N:23]2[CH2:22][CH2:21][CH2:20][CH2:19]3)=[CH:37][CH:38]=1)=[O:4] |f:1.2|. Reported procedure: NiCl2.6H2O (0.17 g) was added to a solution of 6-[4-[2-(2-methoxycarbonylvinyl)phenyl]benzyl]-8-(3,5-dichlorophenyl)-1,8-diazabicyclo[4.3.0]nonane-7,9-dione (0.196 g). NaBH4 (0.14 g) was added portionwise to the mixture and the mixture was stirred for 1 hour. The mixture was diluted with EtOAc and water and filtered through Celite. The organic layer was separated and washed with water, brine, dried (MgSO4), filtered, and concentrated. Purification by chromatography (Silica gel: EtOAc/hexane: 1/4... Reactants: Br.N=C1SC=CN1CCCF (2-imino-3-(3-fluoropropyl)thiazoline hydrobromide), [OH-].[K+] (potassium hydroxide). Solvent: CO (methanol). The product is N=C1SC=CN1CCCF (2-imino-3-(3-fluoropropyl)thiazoline). Isolated yield 99.9%. RXN SMILES: Br.[NH:2]=[C:3]1[N:7]([CH2:8][CH2:9][CH2:10][F:11])[CH:6]=[CH:5][S:4]1.[OH-].[K+]>CO>[NH:2]=[C:3]1[N:7]([CH2:8][CH2:9][CH2:10][F:11])[CH:6]=[CH:5][S:4]1 |f:0.1,2.3|. Procedure: Then, 1.21 g (5 mmol) of 2-imino-3-(3-fluoropropyl)thiazoline hydrobromide (4: Z=Br) was stirred with 0.33 g (5 mmol) of 85% potassium hydroxide in 20 ml of methanol at room temperature for 1 hour. After the methanol was distilled off under reduced pressure, 20 ml of chloroform was added to the residue, and precipitated insolubles were filtered out. The chloroform in the filtrate was distilled off under reduced pressure to obtain 0.8 g of 2-imino-3-(3-fluoropropyl)thiazoline (3) as an oily subst...